Dataset: the Open Reaction Database (ORD), a public repository of structured organic reaction records. Task: describe an organic reaction: reactants, conditions, products, and yield Starting materials: ClC=1C=CC2=C(C(=CS2)CCN2CCC(=CC2)C2=CNC3=CC=CC=C23)C1 (3-{1-[2-(5-chloro-1-benzothiophene-3-yl)ethyl]-1,2,3,6-tetrahydro-4-pyridinyl}-1H-indole), CCCCCC (hexane), C(C=C)Br (allyl bromide). Run in C1CCOC1 (THF). Reaction conditions: time 30 minute. The product is ClC=1C=CC2=C(C(=CS2)CCN2CCC(=CC2)C2=CN(C3=CC=CC=C23)CC=C)C1 (3-{1-[2-(5-chloro-1-benzothiophene-3-yl)ethyl]-1,2,3,6-tetrahydro-4-pyridinyl}-1-(2-propenyl)-1H-indole). RXN SMILES: [Cl:1][C:2]1[CH:3]=[CH:4][C:5]2[S:9][CH:8]=[C:7]([CH2:10][CH2:11][N:12]3[CH2:17][CH:16]=[C:15]([C:18]4[C:26]5[C:21](=[CH:22][CH:23]=[CH:24][CH:25]=5)[NH:20][CH:19]=4)[CH2:14][CH2:13]3)[C:6]=2[CH:27]=1.[CH3:28][CH2:29][CH2:30]CCC.C(Br)C=C>C1COCC1>[Cl:1][C:2]1[CH:3]=[CH:4][C:5]2[S:9][CH:8]=[C:7]([CH2:10][CH2:11][N:12]3[CH2:13][CH:14]=[C:15]([C:18]4[C:26]5[C:21](=[CH:22][CH:23]=[CH:24][CH:25]=5)[N:20]([CH2:30][CH:29]=[CH2:28])[CH:19]=4)[CH2:16][CH2:17]3)[C:6]=2[CH:27]=1. Procedure details: 3-{1-[2-(5-chloro-1-benzothiophene-3-yl)ethyl]-1,2,3,6-tetrahydro-4-pyridinyl}-1H-indole (392 mg, 1 mmol) (obtained from example 32, step 2) in dry THF (50 ml) was slowly added to a stirred suspension of hexane and was washed with 60% sodium hydride (44 mg) at 0° C. After the addition, the reaction mixture was stirred for 30 min and allyl bromide (183 mg, 1.5 mmol) was added. The reaction mixture was stirred for 4 hrs and quenched carefully with ice cold water. The reaction mixture was extracted... Yields the product N=1C=CN2C1C=CC(=C2)C=2C=C(C(=NC2C)OC)C#N (5-(imidazo[1,2-a]pyridin-6-yl)-2-methoxy-6-methyl-3-pyridinecarbonitrile). Reactants: C(Cl)Cl (methylene chloride), ClC1=NC(=C(C=C1C#N)C=1C=CC=2N(C1)C=CN2)C (2-chloro-5-(imidazo[1,2-a]pyridin-6-yl)-6-methyl-3-pyridinecarbonitrile), CO (methanol). As a reaction SMILES: C(Cl)Cl.Cl[C:5]1[C:10]([C:11]#[N:12])=[CH:9][C:8]([C:13]2[CH:14]=[CH:15][C:16]3[N:17]([CH:19]=[CH:20][N:21]=3)[CH:18]=2)=[C:7]([CH3:22])[N:6]=1.[CH3:23][OH:24]>>[N:21]1[CH:20]=[CH:19][N:17]2[CH:18]=[C:13]([C:8]3[CH:9]=[C:10]([C:11]#[N:12])[C:5]([O:24][CH3:23])=[N:6][C:7]=3[CH3:22])[CH:14]=[CH:15][C:16]=12. Reported procedure: In a solvent mixture of 30 ml of methylene chloride and 30 ml of methanol, 0.59 g of 2-chloro-5-(imidazo[1,2-a]pyridin-6-yl)-6-methyl-3-pyridinecarbonitrile described above was stirred under reflux for 3 hours. After cooling, the solvent was removed by distillation and chloroform-water was added to the residue. The chloroform was taken by fractionation. After washing with water and drying over magnesium sulfate, chloroform was removed by distillation under reduced pressure. The residue was recry... Starting materials: C(CCl)Cl (EDC), ice water, C(C)(C)(C)OC(=O)N1C(O[C@H]([C@@H]1CC1CCCCC1)C[C@H](C=CC(=O)O)C(C)C)(C)C ((S)-5-[(4S,5S)-3-(t-butoxycarbonyl)-4-(cyclohexylmethyl)-2,2-dimethyl-5-oxazolidinyl]-4-isopropyl-2-pentenoic acid), C=1C=CC2=C(C1)N=NN2O (HOBT), C(CCC)N (butylamine). Run in CN(C=O)C (dimethylformamide), C(Cl)Cl (methylene chloride). Reaction conditions: time 16 hour. Product: C(CCC)NC(=O)/C=C/[C@@H](C[C@H]1[C@@H](N(C(O1)(C)C)C(=O)OC(C)(C)C)CC1CCCCC1)C(C)C (t-butyl (4S,5S)-5-[(S,E)-4-(butylcarbamoyl)-2-isopropyl-3-butenyl]-4-(cyclohexylmethyl)-2,2-dimethyl-3-oxazolidinecarboxylate). The yield is 85.4%. RXN SMILES: [C:1]([O:5][C:6]([N:8]1[C@@H:12]([CH2:13][CH:14]2[CH2:19][CH2:18][CH2:17][CH2:16][CH2:15]2)[C@H:11]([CH2:20][C@@H:21]([CH:27]([CH3:29])[CH3:28])[CH:22]=[CH:23][C:24](O)=[O:25])[O:10][C:9]1([CH3:31])[CH3:30])=[O:7])([CH3:4])([CH3:3])[CH3:2].C1[CH:33]=[CH:34][C:35]2N(O)N=[N:38][C:36]=2C=1.C(N)CCC.C(Cl)CCl>CN(C)C=O.C(Cl)Cl>[CH2:36]([NH:38][C:24](/[CH:23]=[CH:22]/[C@H:21]([CH:27]([CH3:28])[CH3:29])[CH2:20][C@@H:11]1[O:10][C:9]([CH3:31])([CH3:30])[N:8]([C:6]([O:5][C:1]([CH3:4])([CH3:3])[CH3:2])=[O:7])[C@H:12]1[CH2:13][CH:14]1[CH2:19][CH2:18][CH2:17][CH2:16][CH2:15]1)=[O:25])[CH2:35][CH2:34][CH3:33]. Procedure: A mixture of 0.55 g (1.26 mmol) of (S)-5-[(4S,5S)-3-(t-butoxycarbonyl)-4-(cyclohexylmethyl)-2,2-dimethyl-5-oxazolidinyl]-4-isopropyl-2-pentenoic acid, 0.22 g (1.6 mmol) of HOBT, 0.14 ml (1.4 mmol) of butylamine and 8 ml of methylene chloride is cooled to 0° and treated dropwise with a solution of 0.29 g (1.5 mmol) of EDC in 2 ml of dimethylformamide. Thereafter, the reaction mixture is stirred at 0° for 1 hour and subsequently at room temperature for 16 hours and then poured into ice-water and e...